From a dataset of the Open Reaction Database (ORD), a public repository of structured organic reaction records. describe an organic reaction: reactants, conditions, products, and yield Starting materials: ClC1=CC=C(C=C1)OCC1CO1 (4-chloro-1-(2,3-epoxypropoxy)benzene), C(C1=CC=CC=C1)N (benzylamine), Cl (HCl), CCOCC (ether). Run in C(C)O (ethanol). Product: Cl.C(C1=CC=CC=C1)N (benzylamine hydrochloride). Reaction SMILES: [Cl:1]C1C=CC(OCC2OC2)=CC=1.[CH2:13]([NH2:20])[C:14]1[CH:19]=[CH:18][CH:17]=[CH:16][CH:15]=1.Cl.CCOCC>C(O)C>[ClH:1].[CH2:13]([NH2:20])[C:14]1[CH:19]=[CH:18][CH:17]=[CH:16][CH:15]=1 |f:5.6|. Procedure details: A solution of 9.2 gm (50 mmol) of 4-chloro-1-(2,3-epoxypropoxy)benzene and 5.5 mL (50 mmol) of benzylamine in 125 mL of ethanol was heated to reflux for 4 hours (a 10 mL aliquot was then treated with concentrated HCl and ether to provide an analytical sample of the intermediate secondary benzylamine hydrochloride as a white crystalline product: mp 169°-170° C.). After cooling the reaction mixture, 6 mL (47 mmol) of ethyl 3-bromopropionate and 6.5 mL (47 mmol) of triethylamine were added and the ... The reactants are CC(CNCC(=O)N1CCOCC1)(C)C (2-(2,2-dimethyl-propylamino)-1-morpholin-4-yl-ethanone), BrCC(=O)Br (bromoacetyl bromide). Run in C1CCOC1 (THF), C1CCOC1 (THF). Yields the product BrCC(=O)N(CC(=O)N1CCOCC1)CC(C)(C)C (2-bromo-N-(2,2-dimethyl-propyl)-N-(2-morpholin-4-yl-2-oxo-ethyl)-acetamide). The yield is 37.3%. RXN SMILES: [CH3:1][C:2]([CH3:15])([CH3:14])[CH2:3][NH:4][CH2:5][C:6]([N:8]1[CH2:13][CH2:12][O:11][CH2:10][CH2:9]1)=[O:7].[Br:16][CH2:17][C:18](Br)=[O:19]>C1COCC1>[Br:16][CH2:17][C:18]([N:4]([CH2:3][C:2]([CH3:15])([CH3:14])[CH3:1])[CH2:5][C:6]([N:8]1[CH2:13][CH2:12][O:11][CH2:10][CH2:9]1)=[O:7])=[O:19]. Procedure: To a stirred solution of the above 2-(2,2-dimethyl-propylamino)-1-morpholin-4-yl-ethanone (0.18 g, 0.8 mmol) in THF (2.0 mL), a solution of bromoacetyl bromide (0.15 mL, 1.6mmol) in THF (2.0 mL) was added, dropwise at −78° C., under nitrogen. After 3 h the reaction was concentrated and the resulting residue was diluted with methylene chloride and saturated NaHCO3. The layers were separated and the aqueous phase was extracted with methylene chloride. The combined organic layers were dried (MgSO4)... The reactants are FC=1C=C(CN)C=C(C1)C(F)(F)F (3-fluoro-5-trifluoromethylbenzylamine), C(C)(C)N(CC)C(C)C (diisopropylethylamine), C(C)(C)C1(CC(CC1)=O)C(=O)Cl (1-isopropyl-3-oxocyclopentanoyl chloride). Run in ClCCl (dichloromethane), ClCCl (dichloromethane). Run at time 8 hour. Product: FC=1C=C(CC(CC(CC)=O)(C(=O)N)C(C)C)C=C(C1)C(F)(F)F (3-Fluoro-5-trifluoromethylbenzyl 3-oxo-1-isopropylpentane-carboxamide). Isolated yield 74.2%. As a reaction SMILES: [F:1][C:2]1[CH:3]=[C:4]([CH:7]=[C:8]([C:10]([F:13])([F:12])[F:11])[CH:9]=1)[CH2:5]N.C([N:17](C(C)C)CC)(C)C.[CH:23]([C:26]1([C:32](Cl)=[O:33])[CH2:30][CH2:29][C:28](=[O:31])[CH2:27]1)([CH3:25])[CH3:24]>ClCCl>[F:1][C:2]1[CH:3]=[C:4]([CH:7]=[C:8]([C:10]([F:13])([F:12])[F:11])[CH:9]=1)[CH2:5][C:26]([CH:23]([CH3:25])[CH3:24])([C:32]([NH2:17])=[O:33])[CH2:27][C:28](=[O:31])[CH2:29][CH3:30]. Procedure details: A solution of 3-fluoro-5-trifluoromethylbenzylamine (3.07 g, 15.9 mmol) and diisopropylethylamine (2.77 mL, 15.9 mmol) in dichloromethane (60 mL) was slowly treated with 1-isopropyl-3-oxocyclopentanoyl chloride (3.0 g, 15.9 mmol) and stirred at ambient temperature overnight. The mixture was diluted with dichloromethane washed with a saturated solution of sodium bicarbonate, 2N HCl, water and brine. The organic phase was dried with anhydrous magnesium sulfate and the solvent was evaporated in vac... The reactants are CCN(CC)CC1CC1C(=O)c1ccc(-n2ccnc2)cc1, [K+], NN, [OH-], OCCOCCO. Product: CCN(CC)CC1CC1Cc1ccc(-n2ccnc2)cc1. As a reaction SMILES: [CH2:1]([CH3:2])[N:3]([CH2:4][CH3:5])[CH2:6][CH:7]1[CH:8]([C:10](=[O:11])[c:12]2[cH:13][cH:14][c:15](-[n:18]3[cH:19][n:20][cH:21][cH:22]3)[cH:16][cH:17]2)[CH2:9]1.[K+:24].[NH2:25][NH2:26].[OH-:23].[OH:27][CH2:28][CH2:29][O:30][CH2:31][CH2:32][OH:33]>>[CH2:1]([CH3:2])[N:3]([CH2:4][CH3:5])[CH2:6][CH:7]1[CH:8]([CH2:10][c:12]2[cH:13][cH:14][c:15](-[n:18]3[cH:19][n:20][cH:21][cH:22]3)[cH:16][cH:17]2)[CH2:9]1. Reactants: [O-]C#N.[Na+] (sodium cyanate), N1=CC=CC=C1 (pyridine), C(C)OC(=O)C=1C=NN(C1S(=O)(=O)Cl)C (4-ethoxycarbonyl-1-methylpyrazole-5-sulfonylchloride). The solvent is C(C)#N (acetonitrile). Reaction conditions: temperature 40 celsius. The product is [OH-].C(C)OC(=O)C=1C=NN(C1S(=O)(=O)NC(=O)[N+]1=CC=CC=C1)C (1-[[(4-ethoxycarbonyl-1-methylpyrazole-5-sulfonyl)amino]carbonyl]pyridinium hydroxide). The yield is 158.2%. RXN SMILES: [O-:1][C:2]#[N:3].[Na+].[N:5]1[CH:10]=[CH:9][CH:8]=[CH:7][CH:6]=1.[CH2:11]([O:13][C:14]([C:16]1[CH:17]=[N:18][N:19]([CH3:25])[C:20]=1[S:21](Cl)(=[O:23])=[O:22])=[O:15])[CH3:12]>C(#N)C>[OH-:1].[CH2:11]([O:13][C:14]([C:16]1[CH:17]=[N:18][N:19]([CH3:25])[C:20]=1[S:21]([NH:3][C:2]([N+:5]1[CH:10]=[CH:9][CH:8]=[CH:7][CH:6]=1)=[O:1])(=[O:23])=[O:22])=[O:15])[CH3:12] |f:0.1,5.6|. Procedure details: 1.08 g(16.6 mmole) of anhydrous sodium cyanate, 1.25 g(15.8 mmole) of dry pyridine and 20.0 g of dry acetonitrile were mixed together and the resulting mixture was then stirred under nitrogen atmosphere while maintaining the temperature of 40° C. To this mixture was added 3.80 g(15.0 mmole) of 4-ethoxycarbonyl-1-methylpyrazole-5-sulfonylchloride over one hour. The reaction mixture was then stirred for further 2 hours while maintaining the temperature of 40° to 45° C. to complete the reaction. Af... The reactants are C(CC)N(C1CC2=C(C=CC=C2CC1)C(CC(=O)OC(C)(C)C)=O)CCC (2-Di-n-propylamino-8-(t-butoxycarbonylacetyl)-1,2,3,4-tetrahydronaphthalene), Cl.NO (hydroxylamine hydrochloride). The solvent is CO (methanol). Run at time 48 hour. Yields the product C(CC)N(C1CC2=C(C=CC=C2CC1)C1=NOC(=C1)O)CCC (2-Di-n-propylamino-8-(5-hydroxyisoxazol-3-yl)-1,2,3,4-tetrahydronaphthalene). RXN SMILES: [CH2:1]([N:4]([CH2:25][CH2:26][CH3:27])[CH:5]1[CH2:14][CH2:13][C:12]2[C:7](=[C:8]([C:15](=O)[CH2:16][C:17]([O:19]C(C)(C)C)=[O:18])[CH:9]=[CH:10][CH:11]=2)[CH2:6]1)[CH2:2][CH3:3].Cl.[NH2:29]O>CO>[CH2:1]([N:4]([CH2:25][CH2:26][CH3:27])[CH:5]1[CH2:14][CH2:13][C:12]2[C:7](=[C:8]([C:15]3[CH:16]=[C:17]([OH:19])[O:18][N:29]=3)[CH:9]=[CH:10][CH:11]=2)[CH2:6]1)[CH2:2][CH3:3] |f:1.2|. Procedure details: 2-Di-n-propylamino-8-(t-butoxycarbonylacetyl)-1,2,3,4-tetrahydronaphthalene (prepared as in Example 6) (1.0 g, 3.3 mmol) was taken up in 25 ml methanol. Ten equivalents of hydroxylamine hydrochloride (8.3 g, 33 mmol) were added and the reaction stirred at room temperature for 48 hours. The solution was filtered to remove unused hydroxylamine hydrochloride. The mixture was then concentrated and three crystallizations were performed from methanol/ethylacetate. The title compound (30 mg) was recove... Reactants: FC1=C(C=C(C(=O)N)C=C1)C(F)(F)F (4-fluoro-3-(trifluoromethyl)benzamide), C(C(=O)Cl)(=O)Cl (oxalyl chloride). The solvent is C(CCl)Cl (EDC). Product: FC1=C(C=C(C(=O)N=C=O)C=C1)C(F)(F)F (4-Fluoro-3-(trifluoromethyl)benzoyl isocyanate). As a reaction SMILES: [F:1][C:2]1[CH:10]=[CH:9][C:5]([C:6]([NH2:8])=[O:7])=[CH:4][C:3]=1[C:11]([F:14])([F:13])[F:12].C(Cl)(=O)[C:16](Cl)=[O:17]>C(Cl)CCl>[F:1][C:2]1[CH:10]=[CH:9][C:5]([C:6]([N:8]=[C:16]=[O:17])=[O:7])=[CH:4][C:3]=1[C:11]([F:12])([F:13])[F:14]. Procedure details: The title compound was prepared according to the procedure described in step-2 of Intermediate-8 by using 4-fluoro-3-(trifluoromethyl)benzamide (0.200 g), oxalyl chloride (0.012 mL) and EDC (15 mL) to afford 0.150 g of the desired product. Run in ClCCl (dichloromethane). Yields the product CC1=C(C(N(C(N1)=S)C(=O)C1=CC=C(C=C1)[N+](=O)[O-])C1=CC(=CC=C1)[N+](=O)[O-])C(=O)OCC (1,2,3,4-Tetrahydro-6-methyl-4-(3-nitrophenyl)-3-[(4-nitrophenyl)carbonyl]-2-thioxo-5-pyrimidinecarboxylic acid, ethyl ester). RXN SMILES: COC1C=CC(C[S:10][C:11]2[N:12]([C:32]([C:34]3[CH:39]=[CH:38][C:37]([N+:40]([O-:42])=[O:41])=[CH:36][CH:35]=3)=[O:33])[CH:13]([C:23]3[CH:28]=[CH:27][CH:26]=[C:25]([N+:29]([O-:31])=[O:30])[CH:24]=3)[C:14]([C:18]([O:20][CH2:21][CH3:22])=[O:19])=[C:15]([CH3:17])[N:16]=2)=CC=1.FC(F)(F)C(O)=O.C(S)C>ClCCl>[CH3:17][C:15]1[NH:16][C:11](=[S:10])[N:12]([C:32]([C:34]2[CH:35]=[CH:36][C:37]([N+:40]([O-:42])=[O:41])=[CH:38][CH:39]=2)=[O:33])[CH:13]([C:23]2[CH:28]=[CH:27][CH:26]=[C:25]([N+:29]([O-:31])=[O:30])[CH:24]=2)[C:14]=1[C:18]([O:20][CH2:21][CH3:22])=[O:19]. Starting materials: COC1=CC=C(C=C1)CSC=1N(C(C(=C(N1)C)C(=O)OCC)C1=CC(=CC=C1)[N+](=O)[O-])C(=O)C1=CC=C(C=C1)[N+](=O)[O-] (1,6-dihydro-2-[[(4-methoxyphenyl)methyl]thio]-4-methyl-6-(3-nitrophenyl)-1-[(4-nitrophenyl)carbonyl]-5pyrimidinecarboxylic acid, ethyl ester), FC(C(=O)O)(F)F (trifluoroacetic acid), C(C)S (ethanethiol). Reported procedure: A solution of 1.3 g. (0.0022 mole) of 1,6-dihydro-2-[[(4-methoxyphenyl)methyl]thio]-4-methyl-6-(3-nitrophenyl)-1-[(4-nitrophenyl)carbonyl]-5pyrimidinecarboxylic acid, ethyl ester, 0.75 ml. (0.0097 mole) of trifluoroacetic acid and 0.32 g. (0.0050 mole) of ethanethiol in 15 ml. of dichloromethane is stirred at room temperature for 24 hours. The solvent is evaporated and the residue is triturated with isopropyl ether to give 0.95 . g of the title compound as a yellow solid, m.p. 139°-141°. TLC (si... The reactants are [OH-].[Na+] (sodium hydroxide), aqueous solution, C=O (formaldehyde), C(#N)[BH3-].[Na+] (sodium cyanoborohydride), NC(CC1CCN(CC1)C(=O)OC(C)(C)C)CC1CCN(CC1)C(=O)OC(C)(C)C (2-amino-1,3-bis(1-tert-butoxycarbonyl-4-piperidinyl)propane). Run in C(C)#N (acetonitrile), C(C)(=O)O (Acetic acid). Reaction conditions: time 30 minute. Product: C(C)(C)(C)OC(=O)N1CCC(CC1)CC(CC1CCN(CC1)C(=O)OC(C)(C)C)N(C)C (1,3-bis(1-tert-Butoxycarbonyl-4-piperidinyl)-2-(dimethylamino)propane). Isolated yield 97.2%. As a reaction SMILES: [CH2:1]=O.[C:3]([BH3-])#[N:4].[Na+].N[CH:8]([CH2:23][CH:24]1[CH2:29][CH2:28][N:27]([C:30]([O:32][C:33]([CH3:36])([CH3:35])[CH3:34])=[O:31])[CH2:26][CH2:25]1)[CH2:9][CH:10]1[CH2:15][CH2:14][N:13]([C:16]([O:18][C:19]([CH3:22])([CH3:21])[CH3:20])=[O:17])[CH2:12][CH2:11]1.[OH-].[Na+]>C(#N)C.C(O)(=O)C>[C:19]([O:18][C:16]([N:13]1[CH2:14][CH2:15][CH:10]([CH2:9][CH:8]([N:4]([CH3:3])[CH3:1])[CH2:23][CH:24]2[CH2:29][CH2:28][N:27]([C:30]([O:32][C:33]([CH3:36])([CH3:35])[CH3:34])=[O:31])[CH2:26][CH2:25]2)[CH2:11][CH2:12]1)=[O:17])([CH3:22])([CH3:21])[CH3:20] |f:1.2,4.5|. Reported procedure: A 37% aqueous solution of formaldehyde (0.75 ml; 10 mmol) and sodium cyanoborohydride (194 mg; 3.0 mmol) were added to a solution in acetonitrile (15 ml) of 2-amino-1,3-bis(1-tert-butoxycarbonyl-4-piperidinyl)propane (373 mg; 0.88 mmol) synthesized by the above process, and the mixture was stirred at room temperature for 30 minutes. Acetic acid was then added to the solution to adjust the pH to about 5, and the mixture was stirred further for 30 minutes at room temperature. The reaction mixture ...